This data is from the Open Reaction Database (ORD), a public repository of structured organic reaction records. The task is: describe an organic reaction: reactants, conditions, products, and yield Reactants: CC1(C)CC(c2cccc(Br)c2)Nc2ccc(C#N)cc21, CN(C)C=O, [H-], CI, [Na+]. Yields the product CN1c2ccc(C#N)cc2C(C)(C)CC1c1cccc(Br)c1. Reaction SMILES: [Br:1][c:2]1[cH:3][c:4]([CH:8]2[NH:9][c:10]3[cH:11][cH:12][c:13]([C:20]#[N:21])[cH:14][c:15]3[C:16]([CH3:18])([CH3:19])[CH2:17]2)[cH:5][cH:6][cH:7]1.[CH3:26][N:27]([CH3:28])[CH:29]=[O:30].[H-:22].[I:24][CH3:25].[Na+:23]>>[Br:1][c:2]1[cH:3][c:4]([CH:8]2[N:9]([CH3:25])[c:10]3[cH:11][cH:12][c:13]([C:20]#[N:21])[cH:14][c:15]3[C:16]([CH3:18])([CH3:19])[CH2:17]2)[cH:5][cH:6][cH:7]1.